From a dataset of the Open Reaction Database (ORD), a public repository of structured organic reaction records. describe an organic reaction: reactants, conditions, products, and yield Procedure details: To a solution of 1.429 g (0.018 moles) of dry dimethyl sulfoxide and 2.27 g (0.015 moles) of dry n-butanesulfonic acid in 13 ml of dry chloroform, was added 2.2110 g (0.0148 moles) of o-methoxyphenyl isocyanate. After thirty minutes at room temperature, the reaction mixture was refluxed for three and a half hours. After cooling to room temperature, the reaction mixture was poured into 180 ml of ice-cold 10% aqueous sodium hydroxide solution. After extracting with methylene chloride, the organic ... Reaction SMILES: [CH3:1][S:2]([CH3:4])=O.C(S(O)(=O)=O)CCC.[CH3:13][O:14][C:15]1[CH:20]=[CH:19][CH:18]=[CH:17][C:16]=1[N:21]=C=O>C(Cl)(Cl)Cl>[CH3:13][O:14][C:15]1[CH:20]=[CH:19][CH:18]=[CH:17][C:16]=1[NH2:21].[CH3:13][O:14][C:15]1[CH:20]=[CH:19][CH:18]=[C:17]([CH2:1][S:2][CH3:4])[C:16]=1[NH2:21]. Solvent: C(Cl)(Cl)Cl (chloroform). Reactants: CS(=O)C (dimethyl sulfoxide), C(CCC)S(=O)(=O)O (n-butanesulfonic acid), COC1=C(C=CC=C1)N=C=O (o-methoxyphenyl isocyanate), ice. Yield: 67.6%. Product: COC1=C(N)C=CC=C1 (o-methoxyaniline), COC1=C(N)C(=CC=C1)CSC (2 -methoxy-6-(methylthiomethyl)aniline). The reactants are MALDI-TOF,1,8,9-trihydroxyanthracene, BrC1=CC2=C(S1)C1=C(SC(=C1)Br)C1=C2SC(=C1)Br (2,5,8-Tribromobenzo[1,2-b:3,4-b′:5,6-b″]trithiophene), O (water), C1=CC=CC=2C3=CC=CC=C3N(C12)C1=CC=C(C=C1)B(O)O (4-(N-carbazolyl)phenyl boronic acid), O.P(=O)([O-])([O-])[O-].[K+].[K+].[K+] (tripotassium phosphate hydrate). The reagents and catalysts are C=1C=CC(=CC1)[P](C=2C=CC=CC2)(C=3C=CC=CC3)[Pd]([P](C=4C=CC=CC4)(C=5C=CC=CC5)C=6C=CC=CC6)([P](C=7C=CC=CC7)(C=8C=CC=CC8)C=9C=CC=CC9)[P](C=1C=CC=CC1)(C=1C=CC=CC1)C=1C=CC=CC1 (Pd(PPh3)4). Run in CN(C)C=O (DMF). Run at temperature 95 celsius. The product is C1=CC=CC=2C3=CC=CC=C3N(C12)C1=CC=C(C=C1)C1=CC2=C(S1)C1=C(SC(=C1)C1=CC=C(C=C1)N1C3=CC=CC=C3C=3C=CC=CC13)C1=C2SC(=C1)C1=CC=C(C=C1)N1C2=CC=CC=C2C=2C=CC=CC12 (2,5,8-Tris(4-(N-carbazolyl)phenyl)benzo[1,2-b:3,4-b′:5,6-b″]trithiophene). As a reaction SMILES: Br[C:2]1[S:6][C:5]2[C:7]3[CH:11]=[C:10](Br)[S:9][C:8]=3[C:13]3[CH:17]=[C:16](Br)[S:15][C:14]=3[C:4]=2[CH:3]=1.[CH:19]1[C:31]2[N:30]([C:32]3[CH:37]=[CH:36][C:35](B(O)O)=[CH:34][CH:33]=3)[C:29]3[C:24](=[CH:25][CH:26]=[CH:27][CH:28]=3)[C:23]=2[CH:22]=[CH:21][CH:20]=1.O.P([O-])([O-])([O-])=O.[K+].[K+].[K+].O>CN(C=O)C.C1C=CC([P]([Pd]([P](C2C=CC=CC=2)(C2C=CC=CC=2)C2C=CC=CC=2)([P](C2C=CC=CC=2)(C2C=CC=CC=2)C2C=CC=CC=2)[P](C2C=CC=CC=2)(C2C=CC=CC=2)C2C=CC=CC=2)(C2C=CC=CC=2)C2C=CC=CC=2)=CC=1>[CH:19]1[C:31]2[N:30]([C:32]3[CH:37]=[CH:36][C:35]([C:2]4[S:6][C:5]5[C:7]6[CH:11]=[C:10]([C:35]7[CH:34]=[CH:33][C:32]([N:30]8[C:29]9[CH:28]=[CH:27][CH:26]=[CH:25][C:24]=9[C:23]9[C:31]8=[CH:19][CH:20]=[CH:21][CH:22]=9)=[CH:37][CH:36]=7)[S:9][C:8]=6[C:13]6[CH:17]=[C:16]([C:35]7[CH:36]=[CH:37][C:32]([N:30]8[C:29]9[CH:28]=[CH:27][CH:26]=[CH:25][C:24]=9[C:23]9[C:31]8=[CH:19][CH:20]=[CH:21][CH:22]=9)=[CH:33][CH:34]=7)[S:15][C:14]=6[C:4]=5[CH:3]=4)=[CH:34][CH:33]=3)[C:29]3[C:24](=[CH:25][CH:26]=[CH:27][CH:28]=3)[C:23]=2[CH:22]=[CH:21][CH:20]=1 |f:2.3.4.5.6,^1:59,61,80,99|. Procedure details: Under a nitrogen atmosphere, 2,5,8-tribromobenzo[1,2-b:3,4-b′:5,6-b″]trithiophene (33) (500 mg, 1.04 mmol) obtained in Example 4, 4-(N-carbazolyl)phenyl boronic acid (1.34 g, 4.66 mmol) and tripotassium phosphate hydrate (3.96 g, 18.6 mmol) were suspended in DMF (40 mL) and degassed by Ar bubbling for 30 minutes. Pd(PPh3)4 (179 mg, 0.155 mmol) was added and heated at 90-100° C. for 18 hours. After completion of the reaction, water (30 mL) was added. A precipitated solid substance was obtained by... Starting materials: C(C=C)OC(C=1C=C(C(=O)ON2C(CCC2=O)=O)C=C(C1)[N+](=O)[O-])=O (5-nitro-isophthalic acid 1-(2.5-dioxo-pyrrolidin-1-yl) ester 3-allyl ester), Cl.CNO (N-methylhydroxylamine hydrochloride), C(C=C)OC(C1=CC(=CC(=C1)C(N(C)OCC=C)=O)N)=O (3-amino-5(N-methyl-allyloxycarbamoyl)-benzoic acid allyl ester). The solvent is ClCCl (dichloromethane). Reaction conditions: time 30 minute. Yields the product C(C=C)OC(C1=CC(=CC(=C1)[N+](=O)[O-])C(N(C)O)=O)=O (3-(N-methyl-hydroxycarbamoyl)-5-nitro-benzoic acid allyl ester). Reaction SMILES: C(OC(=O)C1C=C([C:12](=O)[N:13]([O:15]CC=C)C)C=C(N)C=1)C=C.[CH2:22]([O:25][C:26](=[O:46])[C:27]1[CH:28]=[C:29]([CH:40]=[C:41]([N+:43]([O-:45])=[O:44])[CH:42]=1)[C:30]([O:32]N1C(=O)CCC1=O)=O)[CH:23]=[CH2:24].Cl.CNO>ClCCl>[CH2:22]([O:25][C:26](=[O:46])[C:27]1[CH:42]=[C:41]([N+:43]([O-:45])=[O:44])[CH:40]=[C:29]([C:30](=[O:32])[N:13]([OH:15])[CH3:12])[CH:28]=1)[CH:23]=[CH2:24] |f:2.3|. Procedure details: Starting material (8(c)) was prepared as follows. A mixture of 7(b) (2.00 g; see Example 7), N-methylhydroxylamine hydrochloride (1.06 g) triethylamine (1.72 ml) and dichloromethane (60 ml.) was stirred at 5° for 30 minutes. It was then allowed to warm to ambient temperature and stirred for a further 16 hours. The reaction mixture was then poured directly onto a flash column eluting with ethyl acetate/hexane (50:50) to give 3-(N-methyl-hydroxycarbamoyl)-5-nitro-benzoic acid allyl ester (8(a)) as...